Dataset: the Open Reaction Database (ORD), a public repository of structured organic reaction records. Task: describe an organic reaction: reactants, conditions, products, and yield Starting materials: C(C1=CC=CC=C1)NC(=S)N (N-benzylthiourea), ClCC(CC(=O)OC)=O (methyl 4-chloroacetoacetate). The product is C(C1=CC=CC=C1)NC=1SC=C(N1)CC(=O)OC (methyl (2-benzylaminothiazol-4-yl)acetate). Isolated yield 105.1%. RXN SMILES: [CH2:1]([NH:8][C:9]([NH2:11])=[S:10])[C:2]1[CH:7]=[CH:6][CH:5]=[CH:4][CH:3]=1.Cl[CH2:13][C:14](=O)[CH2:15][C:16]([O:18][CH3:19])=[O:17]>>[CH2:1]([NH:8][C:9]1[S:10][CH:13]=[C:14]([CH2:15][C:16]([O:18][CH3:19])=[O:17])[N:11]=1)[C:2]1[CH:7]=[CH:6][CH:5]=[CH:4][CH:3]=1. Reported procedure: 1.87 g of N-benzylthiourea and 1.82 g of methyl 4-chloroacetoacetate were subjected to a cyclization reaction to obtain 3.10 g of methyl (2-benzylaminothiazol-4-yl)acetate. Starting materials: solid, ClC1=CC(=C(C=C1)C1=NC2=C(N1CC1=CC=C(C=C1)CCC(=O)O)C=C(C(=C2)F)F)OCC2CCCC2 (3-{4-[2-(4-Chloro-2-cyclopentylmethoxy-phenyl)-5,6-difluoro-benzoimidazol-1-ylmethyl]-phenyl}-propionic acid), ClC1=CC(=C(C=C1)C1=NC2=C(N1CC=1C=C(C(=O)O)C=CC1)C=C(C(=C2)F)F)OCC2CCCC2 (3-[2-(4-Chloro-2-cyclopentylmethoxy-phenyl)-5,6-difluoro-benzoimidazol-1-ylmethyl]-benzoic acid), ClC1=CC(=C(C=C1)C1=NC2=C(N1CC=1C=C(C(=O)O)C=CC1)C=C(C(=C2)F)F)OCC2CCCC2 (3-[2-(4-Chloro-2-cyclopentylmethoxy-phenyl)-5,6-difluoro-benzoimidazol-1-ylmethyl]-benzoic acid), COC(C1=CC=C(C=C1)CBr)=O (4-bromomethyl-benzoic acid methyl ester). The product is COC(C1=CC=C(C=C1)CN1C(=NC2=C1C=C(C(=C2)F)F)C2=C(C=C(C=C2)Cl)OC)=O (4-[2-(4-Chloro-2-methoxy-phenyl)-5,6-difluoro-benzoimidazol-1-ylmethyl]-benzoic acid methyl ester). As a reaction SMILES: [Cl:1][C:2]1[CH:7]=[CH:6][C:5]([C:8]2[N:12](CC3C=CC(CCC(O)=O)=CC=3)[C:11]3[CH:25]=[C:26]([F:30])[C:27]([F:29])=[CH:28][C:10]=3[N:9]=2)=[C:4]([O:31][CH2:32]C2CCCC2)[CH:3]=1.ClC1C=CC(C2N(CC3C=C(C=CC=3)C(O)=O)C3C=C(F)C(F)=CC=3N=2)=C(OCC2CCCC2)C=1.[CH3:73][O:74][C:75](=[O:84])[C:76]1[CH:81]=[CH:80][C:79]([CH2:82]Br)=[CH:78][CH:77]=1>>[CH3:73][O:74][C:75](=[O:84])[C:76]1[CH:81]=[CH:80][C:79]([CH2:82][N:12]2[C:11]3[CH:25]=[C:26]([F:30])[C:27]([F:29])=[CH:28][C:10]=3[N:9]=[C:8]2[C:5]2[CH:6]=[CH:7][C:2]([Cl:1])=[CH:3][C:4]=2[O:31][CH3:32])=[CH:78][CH:77]=1. Reported procedure: The title compound was prepared in analogy to Example 19, intermediate b, from 2-(4-chloro-2-methoxy-phenyl)-5,6-difluoro-1H-benzoimidazole (Example 19, intermediate c) and 4-bromomethyl-benzoic acid methyl ester (CAS Reg. No. 2417-72-3). Brown solid (33%). MS (Turbo Spray): m/z=443.2 (M+H). Reactants: OCc1cncc(OCc2ccccc2)c1, Cc1ccccc1, C1CCC2=NCCCN2CC1, [N-]=[N+]=NP(=O)(c1ccccc1)c1ccccc1. The product is [N-]=[N+]=NCc1cncc(OCc2ccccc2)c1. RXN SMILES: [CH2:1]([c:2]1[cH:3][cH:4][cH:5][cH:6][cH:7]1)[O:8][c:9]1[cH:10][c:11]([CH2:15][OH:16])[cH:12][n:13][cH:14]1.[CH3:45][c:46]1[cH:47][cH:48][cH:49][cH:50][cH:51]1.[N:34]12[CH2:35][CH2:36][CH2:37][N:38]=[C:39]1[CH2:40][CH2:41][CH2:42][CH2:43][CH2:44]2.[c:17]1([P:18]([c:19]2[cH:20][cH:21][cH:22][cH:23][cH:24]2)(=[O:25])[N:31]=[N+:32]=[N-:33])[cH:26][cH:27][cH:28][cH:29][cH:30]1>>[CH2:1]([c:2]1[cH:3][cH:4][cH:5][cH:6][cH:7]1)[O:8][c:9]1[cH:10][c:11]([CH2:15][N:31]=[N+:32]=[N-:33])[cH:12][n:13][cH:14]1. Starting materials: Cc1cccc(Oc2cccc(Cl)c2)c1N, Cl, O. Yields the product Cc1cccc(Oc2cccc(Cl)c2)c1O. RXN SMILES: [CH3:1][c:2]1[c:3]([NH2:4])[c:5]([O:9][c:10]2[cH:11][c:12]([Cl:16])[cH:13][cH:14][cH:15]2)[cH:6][cH:7][cH:8]1.[ClH:17].[OH2:18]>>[CH3:1][c:2]1[c:3]([OH:18])[c:5]([O:9][c:10]2[cH:11][c:12]([Cl:16])[cH:13][cH:14][cH:15]2)[cH:6][cH:7][cH:8]1. The reactants are Cl (hydrochloric acid), C(C)(=O)NC=1SC(=CN1)SC1=NC=CC=C1 (2-acetylamino-5-(2-pyridylthio)thiazole). The solvent is C(C)(=O)O (acetic acid). The product is Cl.Cl.NC=1SC(=CN1)SC1=NC=CC=C1 (2-amino-5-(2-pyridylthio)thiazole dihydrochloride). The yield is 85.8%. Reaction SMILES: C([NH:4][C:5]1[S:6][C:7]([S:10][C:11]2[CH:16]=[CH:15][CH:14]=[CH:13][N:12]=2)=[CH:8][N:9]=1)(=O)C.[ClH:17]>C(O)(=O)C>[ClH:17].[ClH:17].[NH2:4][C:5]1[S:6][C:7]([S:10][C:11]2[CH:16]=[CH:15][CH:14]=[CH:13][N:12]=2)=[CH:8][N:9]=1 |f:3.4.5|. Reported procedure: A mixture of 2-acetylamino-5-(2-pyridylthio)thiazole (5.0 g) in a mixture of acetic acid (50 ml) and aqueous 6N-hydrochloric acid (10 ml) was refluxed for 2 hours with stirring. The reaction mixture was concentrated under reduced pressure and the residue was dissolved in water. The solution was adjusted to pH 8.5 using aqueous sodium bicarbonate, and then the mixture was extracted with ethyl acetate. The organic layer was washed with water and dried over magnesium sulfate. The solvent was concen... Starting materials: CC(c1ccc(Br)cc1)N1CCC(CCCO)(c2ccc(F)cc2)OC1=O, Cc1ccc(Cl)nn1. Product: Cc1ccc(-c2ccc(C(C)N3CCC(CCCO)(c4ccc(F)cc4)OC3=O)cc2)nn1. RXN SMILES: [Br:1][c:2]1[cH:3][cH:4][c:5]([CH:8]([CH3:9])[N:10]2[C:11](=[O:27])[O:12][C:13]([CH2:16][CH2:17][CH2:18][OH:19])([c:20]3[cH:21][cH:22][c:23]([F:26])[cH:24][cH:25]3)[CH2:14][CH2:15]2)[cH:6][cH:7]1.[Cl:28][c:29]1[n:30][n:31][c:32]([CH3:35])[cH:33][cH:34]1>>[c:2]1(-[c:29]2[n:30][n:31][c:32]([CH3:35])[cH:33][cH:34]2)[cH:3][cH:4][c:5]([CH:8]([CH3:9])[N:10]2[C:11](=[O:27])[O:12][C:13]([CH2:16][CH2:17][CH2:18][OH:19])([c:20]3[cH:21][cH:22][c:23]([F:26])[cH:24][cH:25]3)[CH2:14][CH2:15]2)[cH:6][cH:7]1. Starting materials: COC=1C=C(C=C(C1)OC)C(CC(=O)OCC)O (ethyl 3-(3,5-dimethoxyphenyl)-3-hydroxypropionate), C(C)(=O)OC=C (vinyl acetate). Conditions: time 8 day. The product is COC=1C=C(C=C(C1)OC)C(CC(=O)OCC)O ((-)-ethyl 3-(3,5-dimethoxyphenyl)-3-hydroxypropionate), COC=1C=C(C=C(C1)OC)C(CC(=O)OCC)OC(C)=O ((+)-ethyl 3-(3,5-di-methoxyphenyl)-3-acetoxypropionate). As a reaction SMILES: [CH3:1][O:2][C:3]1[CH:4]=[C:5]([CH:11]([OH:18])[CH2:12][C:13]([O:15][CH2:16][CH3:17])=[O:14])[CH:6]=[C:7]([O:9][CH3:10])[CH:8]=1.[C:19](OC=C)(=[O:21])[CH3:20]>>[CH3:10][O:9][C:7]1[CH:6]=[C:5]([CH:11]([OH:18])[CH2:12][C:13]([O:15][CH2:16][CH3:17])=[O:14])[CH:4]=[C:3]([O:2][CH3:1])[CH:8]=1.[CH3:10][O:9][C:7]1[CH:6]=[C:5]([CH:11]([O:18][C:19](=[O:21])[CH3:20])[CH2:12][C:13]([O:15][CH2:16][CH3:17])=[O:14])[CH:4]=[C:3]([O:2][CH3:1])[CH:8]=1. Reported procedure: The mixture of 5.0 g (20 mmol) of ethyl 3-(3,5-dimethoxyphenyl)-3-hydroxypropionate, 1.4 g (16 mmol) of vinyl acetate and 2.0 g of lipase PS was stirred at room temperature for 8 days. After the lipase was removed by filtration, the filtrate was eluted by column chromatography (eluting solution; 9/1 of toluene/ethyl acetate) to obtain 2.2 g (50%ee) of (-)-ethyl 3-(3,5-dimethoxyphenyl)-3-hydroxypropionate and 2.7 g of (+)-ethyl 3-(3,5-di-methoxyphenyl)-3-acetoxypropionate.